Dataset: the Open Reaction Database (ORD), a public repository of structured organic reaction records. Task: describe an organic reaction: reactants, conditions, products, and yield Starting materials: Cl.Cl.C(C)[C@@H]1CN(CCN1C)C1[C@@](CCCC1)(O)C(C)C1=CC(=CC=C1)OC(F)(F)F ((1S)-2-[(3R)-3-ethyl-4-methylpiperazin-1-yl]-1-[3-(trifluoromethoxy)phenyl]ethylcyclohexanol dihydrochloride), Cl.Cl.C(C)C1CN(CCN1)C[C@H](C1=CC(=CC=C1)OC(F)(F)F)C1(CCCCC1)O (1-{(1S)-2-(3-ethylpiperazin-1-yl)-1-[3-(trifluoromethoxy)phenyl]ethyl}cyclohexanol dihydrochloride). Yields the product Cl.Cl.C(C)[C@@H]1CN(CCN1C)C[C@H](C1=CC(=CC=C1)OC(F)(F)F)C1(CCCCC1)O (1-{(1S)-2-[(3R)-3-ethyl-4-methylpiperazin-1-yl]-1-[3-(trifluoromethoxy)phenyl]ethyl}cyclohexanol dihydrochloride). Reaction SMILES: [ClH:1].Cl.[CH2:3]([C@H]1N(C)CCN(C2CCCC[C@@]2(C(C2C=CC=C(OC(F)(F)F)C=2)C)O)C1)C.Cl.Cl.[CH2:34]([CH:36]1[NH:41][CH2:40][CH2:39][N:38]([CH2:42][C@@H:43]([C:55]2([OH:61])[CH2:60][CH2:59][CH2:58][CH2:57][CH2:56]2)[C:44]2[CH:49]=[CH:48][CH:47]=[C:46]([O:50][C:51]([F:54])([F:53])[F:52])[CH:45]=2)[CH2:37]1)[CH3:35]>>[ClH:1].[ClH:1].[CH2:34]([C@H:36]1[N:41]([CH3:3])[CH2:40][CH2:39][N:38]([CH2:42][C@@H:43]([C:55]2([OH:61])[CH2:60][CH2:59][CH2:58][CH2:57][CH2:56]2)[C:44]2[CH:49]=[CH:48][CH:47]=[C:46]([O:50][C:51]([F:53])([F:54])[F:52])[CH:45]=2)[CH2:37]1)[CH3:35] |f:0.1.2,3.4.5,6.7.8|. Reported procedure: In an analogous manner to Example 24, 1-{(1S)-2-[(3R)-3-ethyl-4-methylpiperazin-1-yl]-1-[3-(trifluoromethoxy)phenyl]ethylcyclohexanol dihydrochloride was prepared from 1-{(1S)-2-(3-ethylpiperazin-1-yl)-1-[3-(trifluoromethoxy)phenyl]ethyl}cyclohexanol (See Example 350). HRMS: calcd for C22H33F3N2O2+H+, 415.25669; found (ESI, [M+H]+), 415.2563.